This data is from the Open Reaction Database (ORD), a public repository of structured organic reaction records. The task is: describe an organic reaction: reactants, conditions, products, and yield The reactants are FB(F)F, [BH3-]C#N, CCCCc1c(Cc2ccc(-c3ccccc3C#N)cc2)c(=O)n(C2CCC3(CC2)OC(C)C(C)O3)c2ncnn12, CCOCC, CCOC(C)=O, [Na+], C1CCOC1. The product is CCCCc1c(Cc2ccc(-c3ccccc3C#N)cc2)c(=O)n(C2CCC(OC(C)C(C)O)CC2)c2ncnn12. As a reaction SMILES: [B:51]([F:52])([F:53])[F:54].[C:42]([BH3-:43])#[N:44].[CH2:1]([CH2:2][CH2:3][CH3:4])[c:5]1[c:6]([CH2:27][c:28]2[cH:29][cH:30][c:31](-[c:34]3[c:35]([C:40]#[N:41])[cH:36][cH:37][cH:38][cH:39]3)[cH:32][cH:33]2)[c:7](=[O:26])[n:8]([CH:14]2[CH2:15][CH2:16][C:17]3([O:18][CH:19]([CH3:23])[CH:20]([CH3:22])[O:21]3)[CH2:24][CH2:25]2)[c:9]2[n:10]1[n:11][cH:12][n:13]2.[CH2:46]([O:47][CH2:48][CH3:49])[CH3:50].[CH3:60][CH2:61][O:62][C:63](=[O:64])[CH3:65].[Na+:45].[O:55]1[CH2:56][CH2:57][CH2:58][CH2:59]1>>[CH2:1]([CH2:2][CH2:3][CH3:4])[c:5]1[c:6]([CH2:27][c:28]2[cH:29][cH:30][c:31](-[c:34]3[c:35]([C:40]#[N:41])[cH:36][cH:37][cH:38][cH:39]3)[cH:32][cH:33]2)[c:7](=[O:26])[n:8]([CH:14]2[CH2:15][CH2:16][CH:17]([O:18][CH:19]([CH:20]([OH:21])[CH3:22])[CH3:23])[CH2:24][CH2:25]2)[c:9]2[n:10]1[n:11][cH:12][n:13]2.